Dataset: the Open Reaction Database (ORD), a public repository of structured organic reaction records. Task: describe an organic reaction: reactants, conditions, products, and yield Starting materials: C(C)OC1=CC=C2C[C@@H]([C@H](C2=C1)O)NC(C1=C(C=CC=C1)CO)=O (N-[(1S,2S)-6-ethoxy-2,3-dihydro-1-hydroxy-1H-inden-2-yl]-2-(hydroxymethyl)benzamide), C(C)OC1=CC=C2C[C@@H]([C@@H](C2=C1)O)NC(C1=C(C=CC=C1)CO)=O (N-[(1R,2S)-6-ethoxy-2,3-dihydro-1-hydroxy-1H-inden-2-yl]-2-(hydroxymethyl)benzamide). Run in C(C)(=O)O (acetic acid). Reaction conditions: time 18 hour. Yields the product N[C@@H]1[C@H](C2=CC(=CC=C2C1)OCC)O ((1S,2S)-2-Amino-6-ethoxy-2,3-dihydro-1H-inden-1-ol). Reaction SMILES: [CH2:1]([O:3][C:4]1[CH:12]=[C:11]2[C:7]([CH2:8][C@H:9]([NH:14]C(=O)C3C=CC=CC=3CO)[C@H:10]2[OH:13])=[CH:6][CH:5]=1)[CH3:2].C(OC1C=C2C(C[C@H](NC(=O)C3C=CC=CC=3CO)[C@@H]2O)=CC=1)C>C(O)(=O)C>[NH2:14][C@H:9]1[CH2:8][C:7]2[C:11](=[CH:12][C:4]([O:3][CH2:1][CH3:2])=[CH:5][CH:6]=2)[C@@H:10]1[OH:13]. Procedure details: N-[(1S,2S)-6-ethoxy-2,3-dihydro-1-hydroxy-1H-inden-2-yl]-2-(hydroxymethyl)benzamide and N-[(1R,2S)-6-ethoxy-2,3-dihydro-1-hydroxy-1H-inden-2-yl]-2-(hydroxymethyl)benzamide (XVII, Example 16, 200 mg, 0.61 mmol) is dissolved in acetic acid (2.5 mL). The reaction mixture is stirred for 18 hr at 80°. Then the mixture is partitioned between methylene chloride and water. The aqueous phase is separated and adjusted to pH=10 using aqueous ammonium. The product is extracted with methylene chloride. The o... The reactants are O=C([O-])[O-], C1CCOC1, Nc1ncc(-c2cc(Cl)nc(N3CCOCC3)n2)cn1, [Cs+], [Cs+], CC(=O)[O-], CC(=O)[O-], [Pd+2], c1ccc(P(c2ccccc2)c2ccc3ccccc3c2-c2c(P(c3ccccc3)c3ccccc3)ccc3ccccc23)cc1, Nc1cnc2ccccc2c1. Product: Nc1ncc(-c2cc(Nc3cnc4ccccc4c3)nc(N3CCOCC3)n2)cn1. RXN SMILES: [C:47](=[O:48])([O-:49])[O-:50].[CH2:93]1[O:94][CH2:95][CH2:96][CH2:97]1.[Cl:53][c:54]1[cH:55][c:56](-[c:66]2[cH:67][n:68][c:69]([NH2:72])[n:70][cH:71]2)[n:57][c:58]([N:60]2[CH2:61][CH2:62][O:63][CH2:64][CH2:65]2)[n:59]1.[Cs+:51].[Cs+:52].[O-:85][C:86]([CH3:87])=[O:88].[O-:89][C:90]([CH3:91])=[O:92].[Pd+2:84].[cH:1]1[cH:2][cH:3][c:4]([P:5]([c:6]2[cH:7][cH:8][c:9]3[c:10]([cH:11][cH:12][cH:13][cH:14]3)[c:15]2-[c:16]2[c:17]3[c:18]([cH:19][cH:20][cH:21][cH:22]3)[cH:23][cH:24][c:25]2[P:26]([c:27]2[cH:28][cH:29][cH:30][cH:31][cH:32]2)[c:33]2[cH:34][cH:35][cH:36][cH:37][cH:38]2)[c:39]2[cH:40][cH:41][cH:42][cH:43][cH:44]2)[cH:45][cH:46]1.[n:73]1[cH:74][c:75]([NH2:83])[cH:76][c:77]2[cH:78][cH:79][cH:80][cH:81][c:82]12>>[c:54]1([NH:83][c:75]2[cH:74][n:73][c:82]3[c:77]([cH:76]2)[cH:78][cH:79][cH:80][cH:81]3)[cH:55][c:56](-[c:66]2[cH:67][n:68][c:69]([NH2:72])[n:70][cH:71]2)[n:57][c:58]([N:60]2[CH2:61][CH2:62][O:63][CH2:64][CH2:65]2)[n:59]1. Reactants: C1(=CC=CC=C1)OCCBr (2-Bromoethyl phenyl ether), Cl.Cl.C(C1=CC=CC=C1)N(C)CCC1CCNCC1 (4-[2-(N-benzyl-N-methylamino)ethyl]piperidine dihydrochloride), C (charcoal), Cl (hydrochloric acid). Solvent: C(C)N(CC)CC (triethylamine), CN(C)C=O (DMF), petroleum ether, O (water). Product: Cl.Cl.C(C1=CC=CC=C1)N(C)CCC1CCN(CC1)CCOC1=CC=CC=C1 (4-[2-(N-benzyl-N-methylamino)ethyl]-1-(2-phenoxyethyl)piperidine dihydrochloride). RXN SMILES: [C:1]1([O:7][CH2:8][CH2:9]Br)[CH:6]=[CH:5][CH:4]=[CH:3][CH:2]=1.[ClH:11].Cl.[CH2:13]([N:20]([CH2:22][CH2:23][CH:24]1[CH2:29][CH2:28][NH:27][CH2:26][CH2:25]1)[CH3:21])[C:14]1[CH:19]=[CH:18][CH:17]=[CH:16][CH:15]=1.Cl.C>O.C(N(CC)CC)C.CN(C=O)C>[ClH:11].[ClH:11].[CH2:13]([N:20]([CH2:22][CH2:23][CH:24]1[CH2:29][CH2:28][N:27]([CH2:9][CH2:8][O:7][C:1]2[CH:6]=[CH:5][CH:4]=[CH:3][CH:2]=2)[CH2:26][CH2:25]1)[CH3:21])[C:14]1[CH:19]=[CH:18][CH:17]=[CH:16][CH:15]=1 |f:1.2.3,9.10.11|. Reported procedure: 2-Bromoethyl phenyl ether (4.94 g) was added to a mixture of 4-[2-(N-benzyl-N-methylamino)ethyl]piperidine dihydrochloride (7.5 g), DMF (50 ml) and triethylamine (13.7 ml) The mixture was heated on a steam bath for 18 hours and then poured into water (300 ml) and acidified with 2M hydrochloric acid. The mixture was washed with ether then basified with 2M sodium hydroxide solution and extracted with dichloromethane to give a gum. The gum was dissolved in petroleum ether b.p. 60°-80° C., treated w... Starting materials: C(C)(C)C1=CC=C(N)C=C1 (4-isopropylaniline), C(C)OC(CBr)OCC (2-bromoacetaldehyde diethyl acetal), C([O-])(O)=O.[Na+] (sodium bicarbonate). Solvent: C(C)O (ethanol). The product is C(C)(C)C1=CC=C(NCC(OCC)OCC)C=C1 (4-isopropyl-N-(2,2-diethoxyethyl) aniline). Yield: 90.9%. As a reaction SMILES: [CH:1]([C:4]1[CH:10]=[CH:9][C:7]([NH2:8])=[CH:6][CH:5]=1)([CH3:3])[CH3:2].[CH2:11]([O:13][CH:14]([O:17][CH2:18][CH3:19])[CH2:15]Br)[CH3:12].C(=O)(O)[O-].[Na+]>C(O)C>[CH:1]([C:4]1[CH:10]=[CH:9][C:7]([NH:8][CH2:15][CH:14]([O:17][CH2:18][CH3:19])[O:13][CH2:11][CH3:12])=[CH:6][CH:5]=1)([CH3:3])[CH3:2] |f:2.3|. Procedure details: A solution of 4-isopropylaniline (7.6 mL, 56 mmol), 2-bromoacetaldehyde diethyl acetal (5.5 mL, 36 mmol) and sodium bicarbonate (4.8 g, 57 mmol) in ethanol (60 mL) was stirred at reflux for 3 days under argon. After cooling to room temperature, the ethanol was removed in vacuo and the product was partitioned between ether and water, washed sequentially with water and brine, and dried over sodium sulfate. After removal of the solvent in vacuo, flash chromatography (silica, 10% ethyl acetate in he... The reactants are CCC(O)CC, Cc1cc(C)c(-n2ccc3c(Cl)nn(C)c(=O)c32)c(C)c1, [H-], [Na+], CN(C)C=O, O. The product is CCC(CC)Oc1nn(C)c(=O)c2c1ccn2-c1c(C)cc(C)cc1C. Reaction SMILES: [CH3:1][CH2:2][CH:3]([CH2:4][CH3:5])[OH:6].[Cl:9][c:10]1[c:11]2[c:12]([c:13](=[O:17])[n:14]([CH3:16])[n:15]1)[n:18](-[c:21]1[c:22]([CH3:29])[cH:23][c:24]([CH3:28])[cH:25][c:26]1[CH3:27])[cH:19][cH:20]2.[H-:7].[Na+:8].[O:30]=[CH:31][N:32]([CH3:33])[CH3:34].[OH2:35]>>[CH3:1][CH2:2][CH:3]([CH2:4][CH3:5])[O:6][c:10]1[c:11]2[c:12]([c:13](=[O:17])[n:14]([CH3:16])[n:15]1)[n:18](-[c:21]1[c:22]([CH3:29])[cH:23][c:24]([CH3:28])[cH:25][c:26]1[CH3:27])[cH:19][cH:20]2. The reactants are CS(C)=O, CC(C)N1CCCNCC1, CCOC(=O)c1ccc(F)cc1, O. Yields the product CCOC(=O)c1ccc(N2CCCN(C(C)C)CC2)cc1. Reaction SMILES: [CH3:23][S:24]([CH3:25])=[O:26].[CH:13]([CH3:14])([CH3:15])[N:16]1[CH2:17][CH2:18][NH:19][CH2:20][CH2:21][CH2:22]1.[F:1][c:2]1[cH:3][cH:4][c:5]([C:6](=[O:7])[O:8][CH2:9][CH3:10])[cH:11][cH:12]1.[OH2:27]>>[c:2]1([N:19]2[CH2:18][CH2:17][N:16]([CH:13]([CH3:14])[CH3:15])[CH2:22][CH2:21][CH2:20]2)[cH:3][cH:4][c:5]([C:6](=[O:7])[O:8][CH2:9][CH3:10])[cH:11][cH:12]1.